From a dataset of the Open Reaction Database (ORD), a public repository of structured organic reaction records. describe an organic reaction: reactants, conditions, products, and yield Starting materials: C1CCOC1, COC(=O)C[Si](C)(C)C, C[Si](C)(C)[N-][Si](C)(C)C, [Li+], O=C(c1ccc(OC2CCCCO2)cc1)c1ncco1. Yields the product COC(=O)C=C(c1ccc(OC2CCCCO2)cc1)c1ncco1. Reaction SMILES: [CH2:40]1[O:41][CH2:42][CH2:43][CH2:44]1.[CH3:11][Si:12]([CH3:13])([CH3:14])[CH2:15][C:16](=[O:17])[O:18][CH3:19].[CH3:1][Si:2]([N-:3][Si:4]([CH3:5])([CH3:6])[CH3:7])([CH3:8])[CH3:9].[Li+:10].[o:20]1[c:21]([C:25](=[O:26])[c:27]2[cH:28][cH:29][c:30]([O:33][CH:34]3[O:35][CH2:36][CH2:37][CH2:38][CH2:39]3)[cH:31][cH:32]2)[n:22][cH:23][cH:24]1>>[CH:15]([C:16](=[O:17])[O:18][CH3:19])=[C:25]([c:21]1[o:20][cH:24][cH:23][n:22]1)[c:27]1[cH:28][cH:29][c:30]([O:33][CH:34]2[O:35][CH2:36][CH2:37][CH2:38][CH2:39]2)[cH:31][cH:32]1. The reactants are N1=C(C=CC=C1)S(=O)(=O)C1=CC(=C(C(=O)O)C=C1)C1=CC=CC=C1 (4-(2-Pyridylsulfonyl)-2-phenylbenzoic acid), COC([C@@H](N)CCSC)=O (methionine methyl ester). The product is COC([C@@H](NC(C1=C(C=C(C=C1)S(=O)(=O)C1=NC=CC=C1)C1=CC=CC=C1)=O)CCSC)=O (4-(2-pyridylsulfonyl)-2-phenylbenzoylmethionine methyl ester). RXN SMILES: [N:1]1[CH:6]=[CH:5][CH:4]=[CH:3][C:2]=1[S:7]([C:10]1[CH:18]=[CH:17][C:13]([C:14](O)=[O:15])=[C:12]([C:19]2[CH:24]=[CH:23][CH:22]=[CH:21][CH:20]=2)[CH:11]=1)(=[O:9])=[O:8].[CH3:25][O:26][C:27](=[O:34])[C@H:28]([CH2:30][CH2:31][S:32][CH3:33])[NH2:29]>>[CH3:25][O:26][C:27](=[O:34])[C@H:28]([CH2:30][CH2:31][S:32][CH3:33])[NH:29][C:14](=[O:15])[C:13]1[CH:17]=[CH:18][C:10]([S:7]([C:2]2[CH:3]=[CH:4][CH:5]=[CH:6][N:1]=2)(=[O:9])=[O:8])=[CH:11][C:12]=1[C:19]1[CH:20]=[CH:21][CH:22]=[CH:23][CH:24]=1. Procedure details: The resultant product from Example 14B is coupled to methionine methyl ester according to the procedure of Example 1C to give the title compound. Reactants: CCOC(C)=O, CCCCCCC, Cl, COc1cccc(C(=O)c2ccc(F)cc2F)c1, NO, c1ccncc1. The product is COc1cccc(C(=NO)c2ccc(F)cc2F)c1. As a reaction SMILES: [CH3:28][CH2:29][O:30][C:31](=[O:32])[CH3:33].[CH3:34][CH2:35][CH2:36][CH2:37][CH2:38][CH2:39][CH3:40].[ClH:25].[F:1][c:2]1[c:3]([C:9](=[O:10])[c:11]2[cH:12][c:13]([O:17][CH3:18])[cH:14][cH:15][cH:16]2)[cH:4][cH:5][c:6]([F:8])[cH:7]1.[NH2:26][OH:27].[cH:19]1[cH:20][cH:21][n:22][cH:23][cH:24]1>>[F:1][c:2]1[c:3]([C:9]([c:11]2[cH:12][c:13]([O:17][CH3:18])[cH:14][cH:15][cH:16]2)=[N:26][OH:27])[cH:4][cH:5][c:6]([F:8])[cH:7]1. The reactants are O=C(O)Cc1cc(F)cc(F)c1, CC(N)C(=O)C1(N)N=C(c2cccc(F)c2)c2ccccc2N(C)C1=O. The product is CC(NC(=O)Cc1cc(F)cc(F)c1)C(=O)C1(N)N=C(c2cccc(F)c2)c2ccccc2N(C)C1=O. Reaction SMILES: [F:1][c:2]1[cH:3][c:4]([CH2:9][C:10](=[O:11])[OH:12])[cH:5][c:6]([F:8])[cH:7]1.[NH2:13][CH:14]([CH3:15])[C:16](=[O:17])[C:18]1([NH2:38])[C:19](=[O:37])[N:20]([CH3:36])[c:21]2[c:22]([cH:32][cH:33][cH:34][cH:35]2)[C:23]([c:25]2[cH:26][c:27]([F:31])[cH:28][cH:29][cH:30]2)=[N:24]1>>[F:1][c:2]1[cH:3][c:4]([CH2:9][C:10](=[O:12])[NH:13][CH:14]([CH3:15])[C:16](=[O:17])[C:18]2([NH2:38])[C:19](=[O:37])[N:20]([CH3:36])[c:21]3[c:22]([cH:32][cH:33][cH:34][cH:35]3)[C:23]([c:25]3[cH:26][c:27]([F:31])[cH:28][cH:29][cH:30]3)=[N:24]2)[cH:5][c:6]([F:8])[cH:7]1. The reactants are C(C)N(C(C)C)C(C)C (ethyldiisopropylamine), C1(CC1)COC1=CC=C(C(=O)O)C=C1 (4-(cyclopropylmethoxy)benzoic acid), O.ON1N=NC2=C1C=CC=C2 (1-hydroxybenzotriazole monohydrate), Cl.C(C)N=C=NCCCN(C)C (1-ethyl-3-(3-dimethylaminopropyl)carbodiimide hydrochloride), N,N-dimethylaminopyridine, O (water). Run in C(C)(=O)OCC (ethyl acetate), C1CCOC1 (THF), CN(C)C=O (DMF). Reaction conditions: time 22 hour. Product: C1(CC1)COC1=CC=C(C=C1)C(=O)NC=1C(=C2C=C(N(C2=CC1)C)C(=O)OCC)C (ethyl 5-({[4-(cyclopropylmethoxy)phenyl]carbonyl}amino)-1,4-dimethyl-1H-indole-2-carboxylate). The yield is 90.0%. RXN SMILES: [CH2:1]([N:3]([CH:7]([CH3:9])[CH3:8])[CH:4]([CH3:6])[CH3:5])C.[CH:10]1([CH2:13][O:14][C:15]2[CH:23]=[CH:22][C:18]([C:19]([OH:21])=O)=[CH:17][CH:16]=2)[CH2:12][CH2:11]1.[OH2:24].O[N:26]1[C:30]2[CH:31]=CC=[CH:34][C:29]=2N=N1.Cl.C(N=C=NC[CH2:42][CH2:43]N(C)C)C.[OH2:47]>CN(C=O)C.C(OCC)(=O)C.C1COCC1>[CH:10]1([CH2:13][O:14][C:15]2[CH:16]=[CH:17][C:18]([C:19]([NH:26][C:30]3[C:29]([CH3:34])=[C:8]4[C:7](=[CH:9][CH:31]=3)[N:3]([CH3:1])[C:4]([C:6]([O:47][CH2:42][CH3:43])=[O:24])=[CH:5]4)=[O:21])=[CH:22][CH:23]=2)[CH2:11][CH2:12]1 |f:2.3,4.5|. Reported procedure: Ethyl 5-amino-1,4-dimethyl-1H-indole-2-carboxylate hydrochloride (400 mg) obtained in Reference Example 45 was suspended in DMF (4.0 mL), ethyldiisopropylamine (0.25 mL), 4-(cyclopropylmethoxy)benzoic acid (300 mg), 1-hydroxybenzotriazole monohydrate (456 mg), 1-ethyl-3-(3-dimethylaminopropyl)carbodiimide hydrochloride (568 mg) and N,N-dimethylaminopyridine (200 mg) were successively added, and the mixture was stirred at room temperature for 22 hr. After dilution with THF and ethyl acetate, wate... The reactants are C(C)C1=C2C=CC(N(C2=CC(=N1)CC)CC1=CC=C(C=C1)[N+](=O)[O-])=O (5,7-diethyl-1-(4-nitrobenzyl)-1,6-naphthyridin-2(1H)-one). Reagents/catalysts: [Pt](=O)=O (platinum (IV) oxide). Run in C1CCOC1 (THF). Product: NC1=CC=C(CN2C(C=CC3=C(N=C(C=C23)CC)CC)=O)C=C1 (1-(4-aminobenzyl)-5,7-diethyl-1,6-naphthyridin-2(1H)-one), solid. Reaction SMILES: [CH2:1]([C:3]1[N:12]=[C:11]([CH2:13][CH3:14])[CH:10]=[C:9]2[C:4]=1[CH:5]=[CH:6][C:7](=[O:25])[N:8]2[CH2:15][C:16]1[CH:21]=[CH:20][C:19]([N+:22]([O-])=O)=[CH:18][CH:17]=1)[CH3:2]>C1COCC1.[Pt](=O)=O>[NH2:22][C:19]1[CH:18]=[CH:17][C:16]([CH2:15][N:8]2[C:9]3[C:4](=[C:3]([CH2:1][CH3:2])[N:12]=[C:11]([CH2:13][CH3:14])[CH:10]=3)[CH:5]=[CH:6][C:7]2=[O:25])=[CH:21][CH:20]=1. Procedure details: A solution of compound B (16.0 g) in THF (200 ml) was cataltically hydrogenated over platinum (IV) oxide (320 mg) at one atmosphere for 3 hours. The catalyst was removed by filtration and the solvent was removed by evaporation to give 1-(4-aminobenzyl)-5,7-diethyl-1,6-naphthyridin-2(1H)-one (C) as an off white solid (14.5 g), m.p. 164°-165° C.; NMR (d6 -DMSO): 1.85(t, 3H), 1.2(t, 3H), 2.72(q, 2H), 3.03(q, 2H), 5.1(s, 2H), 5.28(s, 2H), 6.48(d, 2H), 6.66(d, 1H), 6.94(d, 2H), 7.14(s, 1H), 8.16(d, 1... Reactants: C1(=NC=CC2=CC=CC=C12)NC(C)=O (N-(isoquinol-1-yl)acetamide), [OH-].[Na+] (NaOH). The product is C1(=NC=CC=2CCCCC12)NC(C)=O (N-(5,6,7,8-tetrahydroisoquinolin-1-yl)acetamide). Yield: 59.1%. As a reaction SMILES: [C:1]1([NH:11][C:12](=[O:14])[CH3:13])[C:10]2[C:5](=[CH:6][CH:7]=[CH:8][CH:9]=2)[CH:4]=[CH:3][N:2]=1.[OH-].[Na+]>>[C:1]1([NH:11][C:12](=[O:14])[CH3:13])[C:10]2[CH2:9][CH2:8][CH2:7][CH2:6][C:5]=2[CH:4]=[CH:3][N:2]=1 |f:1.2|. Reported procedure: Reaction of N-(isoquinol-1-yl)acetamide (159 mg, 0.854 mmol) using the general procedure for small scale hydrogenations (workup with NaOH in place of saturated NaHCO3) provided N-(5,6,7,8-tetrahydroisoquinolin-1-yl)acetamide (96 mg, 59%): 1H NMR δ 1.74-1.76 (m, 4H), 2.16-2.19 (m, 3H), 2.60-2.70 (m, 2H), 2.70-2.76 (m, 2H), 6.86 (d, 1H, J=5 Hz), 8.03 (d, 1H, J=5 Hz); 13C NMR δ 22.3, 22.8, 23.8, 25.1, 29.6, 122.9, 144.4 (2C), 149.5, 150.2, 170.6; MS m/z: 213 (M+Na+). N-(1,2,3,4-tetrahydroisoquinoli... The reactants are C1=CC=CC=2C(C3=C(C=CC21)C=CC=C3)=C3CCN(CC3)C(CNC(=O)C3N(CCC3)C(=O)OC(C)(C)C)=O (t-butyl 2-[({2-[4-(5H-dibenzo[a,d][7]annulen-5-ylidene)-1-piperidinyl]-2-oxoethyl}amino)carbonyl]-1-pyrrolidinecarboxylate), Cl.O1CCOCC1 (hydrochloric acid 1,4-dioxane), Cl.O1CCOCC1 (hydrochloric acid 1,4-dioxane), Cl.O1CCOCC1 (hydrochloric acid 1,4-dioxane), Cl.O1CCOCC1 (hydrochloric acid 1,4-dioxane). Run in O1CCOCC1 (1,4-dioxane). Reaction conditions: time 2.5 hour. The product is Cl.C1=CC=CC=2C(C3=C(C=CC21)C=CC=C3)=C3CCN(CC3)C(CNC(=O)[C@@H]3NCCC3)=O ((R)—N-{2-[4-(5H-dibenzo[a,d][7]annulen-5-ylidene)-1-piperidinyl]-2-oxoethyl}-2-pyrrolidinecarboxamide hydrochloride). As a reaction SMILES: [CH:1]1[C:11]2[CH:10]=[CH:9][C:8]3[CH:12]=[CH:13][CH:14]=[CH:15][C:7]=3[C:6](=[C:16]3[CH2:21][CH2:20][N:19]([C:22](=[O:39])[CH2:23][NH:24][C:25]([CH:27]4[CH2:31][CH2:30][CH2:29][N:28]4C(OC(C)(C)C)=O)=[O:26])[CH2:18][CH2:17]3)[C:5]=2[CH:4]=[CH:3][CH:2]=1.[ClH:40].O1CCOCC1>O1CCOCC1>[ClH:40].[CH:1]1[C:11]2[CH:10]=[CH:9][C:8]3[CH:12]=[CH:13][CH:14]=[CH:15][C:7]=3[C:6](=[C:16]3[CH2:21][CH2:20][N:19]([C:22](=[O:39])[CH2:23][NH:24][C:25]([C@H:27]4[CH2:31][CH2:30][CH2:29][NH:28]4)=[O:26])[CH2:18][CH2:17]3)[C:5]=2[CH:4]=[CH:3][CH:2]=1 |f:1.2,4.5|. Procedure details: 854 mg (1.62 mmol) of the compound obtained in step 1 described above was dissolved in 20 ml of 1,4-dioxane. 2 ml of 4 N hydrochloric acid/1,4-dioxane was added to the obtained solution under cooling with ice, and they were stirred at room temperature for 2.5 hours. The reaction mixture was cooled with ice, 5 ml of 4 N hydrochloric acid/1,4-dioxane was added thereto, and they were stirred at room temperature for 2 hours. 2.5 ml of 4 N hydrochloric acid/1,4-dioxane was added to the reaction mixtu... Reactants: polyphosphoric acid, ClC=1C=C(NC(CC(=O)O)C)C=CC1F (3-(3-chloro-4-fluoroanilino) butyric acid), [OH-].[Na+] (sodium hydroxide). Solvent: O (water). Run at temperature 110 celsius, time 1.5 hour. Product: ClC1=C2C(CC(NC2=CC=C1F)C)=O (5-chloro-6-fluoro-2-methyl-4-oxo-1,2,3, 4-tetrahydroquinoline). Yield: 8.7%. Reaction SMILES: [Cl:1][C:2]1[CH:3]=[C:4]([CH:12]=[CH:13][C:14]=1[F:15])[NH:5][CH:6]([CH3:11])[CH2:7][C:8]([OH:10])=O.[OH-].[Na+]>O>[Cl:1][C:2]1[C:14]([F:15])=[CH:13][CH:12]=[C:4]2[C:3]=1[C:8](=[O:10])[CH2:7][CH:6]([CH3:11])[NH:5]2 |f:1.2|. Reported procedure: 400 g of polyphosphoric acid was added to 92.66 g (0.40 mole) of the 3-(3-chloro-4-fluoroanilino) butyric acid and this mixture was stirred at 110° C. for 1.5 hours. After being allowed to cool to room temperature, the resulting reaction solution was diluted with 3 liters of water and then adjusted to pH 4-5 with an aqueous sodium hydroxide solution. Then, the solid matter which separated out was extracted with chloroform and this extract was concentrated under reduced pressure. The residue thus...